Dataset: the Open Reaction Database (ORD), a public repository of structured organic reaction records. Task: describe an organic reaction: reactants, conditions, products, and yield The reactants are N(N)C1=NC=C(C=C1)[N+](=O)[O-] (2-hydrazino-5-nitropyridine), C(C)(C)C1=CC=C(C=O)C=C1 (4-isopropylbenzaldehyde). The solvent is C(C)O (ethanol). Reaction conditions: temperature 90 celsius. The product is [N+](=O)([O-])C=1C=CC(=NC1)NN=CC1=CC=C(C=C1)C(C)C (4-isopropylbenzaldehyde-(5-nitro-2-pyridyl)hydrazone). The yield is 62.8%. As a reaction SMILES: [NH:1]([C:3]1[CH:8]=[CH:7][C:6]([N+:9]([O-:11])=[O:10])=[CH:5][N:4]=1)[NH2:2].[CH:12]([C:15]1[CH:22]=[CH:21][C:18]([CH:19]=O)=[CH:17][CH:16]=1)([CH3:14])[CH3:13]>C(O)C>[N+:9]([C:6]1[CH:7]=[CH:8][C:3]([NH:1][N:2]=[CH:19][C:18]2[CH:21]=[CH:22][C:15]([CH:12]([CH3:14])[CH3:13])=[CH:16][CH:17]=2)=[N:4][CH:5]=1)([O-:11])=[O:10]. Procedure: In 50 ml of ethanol were dispersed 3.03 g of 2-hydrazino-5-nitropyridine and 3.08 g of 4-isopropylbenzaldehyde. The dispersion was refluxed at 90° C. for one hour. The reaction solution was allowed to cool at room temperature and further cooled down to 5° to 10° C. to cause crystals to fully precipitate, which were collected by suction filtration. The crystals were washed with a small amount of ethanol and dried in vacuum at 60° C. for 1.5 hours, obtaining 3.51 g (yield 62%) of dark yellow acicu... Reactants: unsubstituted tetrahydrodipyrrin, N1C(=CC=C1)C=O (pyrrole-2-carboxaldehyde), [N+](=O)([O-])C (nitromethane). Yields the product N1C=CC=C1.[N+](=O)([O-])CC(CCCC)=O (nitro-hexanone pyrrole), [N+](=O)([O-])/C=C/C=1NC=CC1 (2-(2-trans-nitrovinyl)pyrrole). RXN SMILES: [NH:1]1[CH:5]=[CH:4][CH:3]=[C:2]1[CH:6]=[O:7].[N+:8]([CH3:11])([O-:10])=[O:9]>>[NH:1]1[CH:5]=[CH:4][CH:3]=[CH:2]1.[N+:8]([CH2:11][C:6](=[O:7])[CH2:2][CH2:3][CH2:4][CH3:5])([O-:10])=[O:9].[N+:8](/[CH:11]=[CH:6]/[C:2]1[NH:1][CH:5]=[CH:4][CH:3]=1)([O-:10])=[O:9] |f:2.3|. Procedure details: The synthesis of the unsubstituted tetrahydrodipyrrin Western half 4 is shown in Scheme 2. The desired nitro-hexanone pyrrole 2 was prepared from pyrrole-2-carboxaldehyde by reaction with nitromethane, affording 2-(2-trans-nitrovinyl)pyrrole, followed by reduction with sodium borohydride and fluoride-mediated Michael addition of mesityl oxide. Reductive cyclization of 2 in the presence of Zn in acetic acid at room temperature as specified by Battersby ((1984) J. Chem. Soc. Perkin Trans. 1 (12):2... Reactants: C(C)(=O)OC1=CC=2[C@@H](C[C@H]3[C@@H]4CC=C[C@@]4(C)CC[C@@H]3C2C=C1)O (6β-HYDROXYESTRA-1,3,5(10),16-TETRAEN-3-YL ACETATE), C(C)(=O)[O-] (Acetate). Yields the product C[C@@]12C=CC[C@H]1[C@@H]1C[C@H](C=3C=C(C=CC3[C@H]1CC2)O)O (ESTRA-1,3,5(10),16-TETRAEN-3,6β-DIOL). As a reaction SMILES: C([O:4][C:5]1[CH:22]=[CH:21][C:20]2[C@@H:19]3[C@H:10]([C@H:11]4[C@@:15]([CH2:17][CH2:18]3)([CH3:16])[CH:14]=[CH:13][CH2:12]4)[CH2:9][C@@H:8]([OH:23])[C:7]=2[CH:6]=1)(=O)C.C([O-])(=O)C>>[CH3:16][C@:15]12[CH2:17][CH2:18][C@H:19]3[C@@H:10]([CH2:9][C@@H:8]([OH:23])[C:7]4[CH:6]=[C:5]([OH:4])[CH:22]=[CH:21][C:20]=43)[C@@H:11]1[CH2:12][CH:13]=[CH:14]2. Reported procedure: 6β-HYDROXYESTRA-1,3,5(10),16-TETRAEN-3-YL ACETATE (Acetate of E12/N1) Isolated yield 79.7%. RXN SMILES: [Cl:1][C:2]1[N:3]=[C:4]2[N:8]([C:9]=1[S:10]([NH2:13])(=[O:12])=[O:11])[CH2:7][CH2:6][S:5]2.[OH:14]O>C(O)(=O)C>[Cl:1][C:2]1[N:3]=[C:4]2[N:8]([C:9]=1[S:10]([NH2:13])(=[O:11])=[O:12])[CH2:7][CH2:6][S:5]2=[O:14]. Run at time 4 hour. The solvent is C(C)(=O)O (acetic acid). The product is ClC=1N=C2S(CCN2C1S(=O)(=O)N)=O (6-Chloro-2,3-dihydro-imidazo[2,1-b]thiazole-5-sulfonamide-1-oxide). Procedure details: To a suspension of 2.0 g of 6-chloro-2,3-dihydroimidazo[2,1-b]thiazole-5-sulfonamide in 20 ml of acetic acid is add 2.2 g of 30% aqueous hydrogen peroxide, followed by stirring for 30 minutes at room temperature and further for 4 hours at 35°-45° C. Stirring is further maintained for 8 hours at room temperature, and the precipitated crystals are collected by filtration, washed with water and then dried to give 1.7 g of the title compound as colorless crystals. mp. 215°-217° C. (decomp.) Reactants: ClC=1N=C2SCCN2C1S(=O)(=O)N (6-chloro-2,3-dihydroimidazo[2,1-b]thiazole-5-sulfonamide), OO (hydrogen peroxide). The reactants are C(C1=CC=CC=C1)N=[N+]=[N-] (Benzyl azide), C(#C)C1=CC2=CC=CC=C2C=C1 (2-ethynylnaphthalene). The reagents and catalysts are C[C-]1C(=C(C(=C1C)C)C)C.C1=CC=C(C=C1)P(C2=CC=CC=C2)C3=CC=CC=C3.C1=CC=C(C=C1)P(C2=CC=CC=C2)C3=CC=CC=C3.Cl[Ru+] (Cp*RuCl(PPh3)2). Run in C1=CC=CC=C1 (benzene). Yields the product C(C1=CC=CC=C1)N1N=NC=C1C1=CC2=CC=CC=C2C=C1 (1-benzyl-5-(2-naphthyl)-1H-1,2,3-triazole). RXN SMILES: [CH2:1]([N:8]=[N+:9]=[N-:10])[C:2]1[CH:7]=[CH:6][CH:5]=[CH:4][CH:3]=1.[C:11]([C:13]1[CH:22]=[CH:21][C:20]2[C:15](=[CH:16][CH:17]=[CH:18][CH:19]=2)[CH:14]=1)#[CH:12]>C[C-]1C(C)=C(C)C(C)=C1C.C1C=CC(P(C2C=CC=CC=2)C2C=CC=CC=2)=CC=1.C1C=CC(P(C2C=CC=CC=2)C2C=CC=CC=2)=CC=1.Cl[Ru+].C1C=CC=CC=1>[CH2:1]([N:8]1[C:11]([C:13]2[CH:22]=[CH:21][C:20]3[C:15](=[CH:16][CH:17]=[CH:18][CH:19]=3)[CH:14]=2)=[CH:12][N:10]=[N:9]1)[C:2]1[CH:7]=[CH:6][CH:5]=[CH:4][CH:3]=1 |f:2.3.4.5|. Procedure details: Benzyl azide (0.400 g, 3.00 mmol), 2-ethynylnaphthalene (0.503 g, 3.31 mmol), Cp*RuCl(PPh3)2 (25 mg, 0.031 mmol). Solvent, benzene; reaction temperature, 80° C.; reaction time, 4 hours; yield, 0.80 g (93%). EI-MS: m/z 285 [M+]. Reactants: polyphosphoric acid, O=P12OP3(=O)OP(=O)(O1)OP(=O)(O2)O3 (P2O5), N(C1=CC=CC=C1)C1=C(C(=O)O)C=C(C(=C1)C(=O)O)NC1=CC=CC=C1 (2,5-dianilinoterephthalic acid), C1(=CC(=CC=C1)NC1=C(C(=O)O)C=C(C(=C1)C(=O)O)NC=1C=C(C=CC1)C)C (2,5-di(3-toluidino)terephthalic acid), ClC=1C=C(NC2=C(C(=O)O)C=C(C(=C2)C(=O)O)NC2=CC(=CC=C2)Cl)C=CC1 (2,5-di(3-chloro-anilino)terephthalic acid). Run at temperature 85 celsius. The product is C1=CC=C2C(=C1)C(=O)C3=CC4=C(C=C3N2)C(=O)C5=CC=CC=C5N4 (quinacridone). Reaction SMILES: O=P12OP3(OP(OP(O3)(O1)=O)(=O)O2)=O.[NH:15]([C:22]1[CH:30]=[C:29]([C:31](O)=[O:32])[C:28]([NH:34][C:35]2[CH:40]=[CH:39][CH:38]=[CH:37][CH:36]=2)=[CH:27][C:23]=1[C:24](O)=[O:25])[C:16]1[CH:21]=[CH:20][CH:19]=[CH:18][CH:17]=1.C1(C)C=CC=C(NC2C=C(C(O)=O)C(NC3C=C(C)C=CC=3)=CC=2C(O)=O)C=1.ClC1C=C(C=CC=1)NC1C=C(C(O)=O)C(NC2C=CC=C(Cl)C=2)=CC=1C(O)=O>>[CH:38]1[CH:39]=[C:40]2[C:31]([C:29]3[C:28]([NH:34][C:35]2=[CH:36][CH:37]=1)=[CH:27][C:23]1[C:24]([C:21]2[C:16]([NH:15][C:22]=1[CH:30]=3)=[CH:17][CH:18]=[CH:19][CH:20]=2)=[O:25])=[O:32]. Procedure: 465 parts of polyphosphoric acid, containing 85.0% P2O5, are introduced into a pressure vessel. Then 83.8 parts of 2,5-dianilinoterephthalic acid, 4.6 parts of 2,5-di(3-toluidino)terephthalic acid and 4.6 parts of 2,5-di(3-chloro-anilino)terephthalic acid are introduced with stirring at from 80 to 90° C. and the mixture is heated at 125° C. for 1 hour during which ring closure takes place to form the quinacridone. The reaction mixture is then introduced into a second pressure vessel where it is ... The reactants are COC(=O)COc1ccc(NC(=O)c2cc(F)cc(N3CCC(C)CC3)c2)c2ccccc12, NN, C1CCOC1. Yields the product CC1CCN(c2cc(F)cc(C(=O)Nc3ccc(OCC(=O)NN)c4ccccc34)c2)CC1. As a reaction SMILES: [CH3:1][O:2][C:3]([CH2:4][O:5][c:6]1[cH:7][cH:8][c:9]([NH:16][C:17]([c:18]2[cH:19][c:20]([F:31])[cH:21][c:22]([N:24]3[CH2:25][CH2:26][CH:27]([CH3:30])[CH2:28][CH2:29]3)[cH:23]2)=[O:32])[c:10]2[cH:11][cH:12][cH:13][cH:14][c:15]12)=[O:33].[NH2:34][NH2:35].[O:36]1[CH2:37][CH2:38][CH2:39][CH2:40]1>>[C:3]([CH2:4][O:5][c:6]1[cH:7][cH:8][c:9]([NH:16][C:17]([c:18]2[cH:19][c:20]([F:31])[cH:21][c:22]([N:24]3[CH2:25][CH2:26][CH:27]([CH3:30])[CH2:28][CH2:29]3)[cH:23]2)=[O:32])[c:10]2[cH:11][cH:12][cH:13][cH:14][c:15]12)(=[O:33])[NH:34][NH2:35].